This data is from the Open Reaction Database (ORD), a public repository of structured organic reaction records. The task is: describe an organic reaction: reactants, conditions, products, and yield Reactants: CN1N=CC(=C1)C=O (1-methyl-1H-pyrazole-4-carbaldehyde), C(C)N (ethylamine). Run in C1CCOC1 (THF). Yields the product C(C)NCC=1C=NN(C1)C (ethyl-(1-methyl-1H-pyrazol-4-ylmethyl)-amine). As a reaction SMILES: [CH3:1][N:2]1[CH:6]=[C:5]([CH:7]=O)[CH:4]=[N:3]1.[CH2:9]([NH2:11])[CH3:10]>C1COCC1>[CH2:9]([NH:11][CH2:7][C:5]1[CH:4]=[N:3][N:2]([CH3:1])[CH:6]=1)[CH3:10]. Reported procedure: prepared by reaction of the commercially available 1-methyl-1H-pyrazole-4-carbaldehyde with 2M ethylamine in THF. Reactants: CN(C)c1ccccc1, Cc1cccc2c(=O)[nH]cnc12, CCCCCC, Cc1ccccc1, O=P(Cl)(Cl)Cl. Reaction SMILES: [CH3:18][N:19]([CH3:20])[c:21]1[cH:22][cH:23][cH:24][cH:25][cH:26]1.[CH3:1][c:2]1[cH:3][cH:4][cH:5][c:6]2[c:7](=[O:12])[nH:8][cH:9][n:10][c:11]12.[CH3:27][CH2:28][CH2:29][CH2:30][CH2:31][CH3:32].[CH3:33][c:34]1[cH:35][cH:36][cH:37][cH:38][cH:39]1.[P:13]([Cl:14])([Cl:15])([Cl:16])=[O:17]>>[CH3:1][c:2]1[cH:3][cH:4][cH:5][c:6]2[c:7]([Cl:15])[n:8][cH:9][n:10][c:11]12. Yields the product Cc1cccc2c(Cl)ncnc12. Conditions: time 30 minute. The reactants are C(=O)(N1C=NC=C1)N1C=NC=C1 (1,1′-carbonyldiimidazole), C1(=CC=CC=C1)N1N=C(C2=CC=CC=C12)C(=O)O (1-phenyl-1H-indazole-3-carboxylic acid), N (ammonia), N (Ammonia). Product: C1(=CC=CC=C1)N1N=C(C2=CC=CC=C12)C(=O)N (1-Phenyl-1H-indazole-3-carboxylic acid amide). Procedure: To a solution of 1,1′-carbonyldiimidazole (3.4 g, 21 mmol) in 60 mL of dry THF was added dropwise a solution of 1-phenyl-1H-indazole-3-carboxylic acid (5.0 g, 21 mmol) in 60 mL dry THF under nitrogen atmosphere. The resulting reaction mixture was stirred at ambient temperature for 30 minutes and refluxed for 30 minutes; then cooled to ambient temperature under nitrogen atmosphere. Ammonia, generated by warming concentrated aqueous ammonia solution, was bubbled through, and the reaction mixture w... Solvent: C1CCOC1 (THF), C1CCOC1 (THF). The yield is 93.3%. As a reaction SMILES: C(N1C=CN=C1)([N:3]1C=CN=C1)=O.[C:13]1([N:19]2[C:27]3[C:22](=[CH:23][CH:24]=[CH:25][CH:26]=3)[C:21]([C:28]([OH:30])=O)=[N:20]2)[CH:18]=[CH:17][CH:16]=[CH:15][CH:14]=1.N>C1COCC1>[C:13]1([N:19]2[C:27]3[C:22](=[CH:23][CH:24]=[CH:25][CH:26]=3)[C:21]([C:28]([NH2:3])=[O:30])=[N:20]2)[CH:18]=[CH:17][CH:16]=[CH:15][CH:14]=1.